Dataset: the Open Reaction Database (ORD), a public repository of structured organic reaction records. Task: describe an organic reaction: reactants, conditions, products, and yield Reactants: C1(CC1)[C@@H](C)N ((1R)-1-cyclopropylethanamine), C(#N)CC1(CN(C1)C1=CC(=C(C(=O)OC)C=C1)F)N1N=CC(=C1)C=1C2=C(N=CN1)N(C=C2)COCC[Si](C)(C)C (Methyl 4-{3-(cyanomethyl)-3-[4-(7-{[2-(trimethylsilyl)ethoxy]methyl}-7H-pyrrolo[2,3-d]pyrimidin-4-yl)-1H-pyrazol-1-yl]azetidin-1-yl}-2-fluorobenzoate), C[Al](C)C (trimethylaluminum), C1(=CC=CC=C1)C (toluene), starting material. The solvent is ClCCCl (1,2-dichloroethane), ClCCCl (1,2-dichloroethane). Conditions: time 30 minute. Product: C(#N)CC1(CN(C1)C1=CC(=C(C(=O)N[C@H](C)C2CC2)C=C1)F)N1N=CC(=C1)C=1C2=C(N=CN1)NC=C2 (4-{3-(Cyanomethyl)-3-[4-(7H-pyrrolo[2,3-d]pyrimidin-4-yl)-1H-pyrazol-1-yl]azetidin-1-yl}-N-[(1R)-1-cyclopropylethyl]-2-fluorobenzamide). As a reaction SMILES: [CH:1]1([C@H:4]([NH2:6])[CH3:5])[CH2:3][CH2:2]1.C[Al](C)C.C1(C)C=CC=CC=1.[C:18]([CH2:20][C:21]1([N:36]2[CH:40]=[C:39]([C:41]3[C:42]4[CH:49]=[CH:48][N:47](COCC[Si](C)(C)C)[C:43]=4[N:44]=[CH:45][N:46]=3)[CH:38]=[N:37]2)[CH2:24][N:23]([C:25]2[CH:34]=[CH:33][C:28]([C:29](OC)=[O:30])=[C:27]([F:35])[CH:26]=2)[CH2:22]1)#[N:19]>ClCCCl>[C:18]([CH2:20][C:21]1([N:36]2[CH:40]=[C:39]([C:41]3[C:42]4[CH:49]=[CH:48][NH:47][C:43]=4[N:44]=[CH:45][N:46]=3)[CH:38]=[N:37]2)[CH2:22][N:23]([C:25]2[CH:34]=[CH:33][C:28]([C:29]([NH:6][C@@H:4]([CH:1]3[CH2:3][CH2:2]3)[CH3:5])=[O:30])=[C:27]([F:35])[CH:26]=2)[CH2:24]1)#[N:19]. Procedure details: To a sealed vial that was purged with N2 (g) and contained a solution of (1R)-1-cyclopropylethanamine (150 μL, 1.62 mmol) (Alfa Aesar H26902 lot 10151885, CAS 6240-96-9, 98% ee) in 1,2-dichloroethane (2 mL) was added 2.0 M trimethylaluminum in toluene (0.800 mL, 1.60 mmol) via syringe and the resulting solution was stirred at room temperature for 30 min. A solution of methyl 4-{3-(cyanomethyl)-3-[4-(7-{[2-(trimethylsilyl)ethoxy]methyl}-7H-pyrrolo[2,3-d]pyrimidin-4-yl)-1H-pyrazol-1-yl]azetidin-1-... Yield: 62.9%. Solvent: C(OC)COC (dimethoxyethane). As a reaction SMILES: [CH2:1]([C@:3]([OH:31])([C:15]1[CH:23]=[C:22]2[N:18]([CH2:19][CH2:20][C:21]32OCC[O:24]3)[C:17](=[O:28])[C:16]=1[CH2:29][OH:30])[C:4](N[C@@H](C1C=CC=CC=1)C)=[O:5])[CH3:2].OS(O)(=O)=O.ClCCl>C(COC)OC>[CH2:1]([C@:3]1([OH:31])[C:15]2[CH:23]=[C:22]3[N:18]([CH2:19][CH2:20][C:21]3=[O:24])[C:17](=[O:28])[C:16]=2[CH2:29][O:30][C:4]1=[O:5])[CH3:2]. Run at time 20 hour. Yields the product C(C)[C@]1(C(OCC=2C(N3CCC(C3=CC21)=O)=O)=O)O ((S)-4-Ethyl-7,8-dihydro-4-hydroxy-1H-pyrano-[3,4-f]indolizine-3,6,10(4H)-trione). Reactants: C(C)[C@@](C(=O)N[C@H](C)C1=CC=CC=C1)(C1=C(C(N2CCC3(C2=C1)OCCO3)=O)CO)O ((S)-α-Ethyl-1,1-(ethylenedioxy)-α-hydroxy-6-(hydroxymethyl)-N-[(R)-1-phenylethyl]-5-oxo-1,2,3,5-tetrahydroindolizine-7-acetamide), OS(=O)(=O)O (H2SO4), ClCCl (dichloromethane). Procedure: Dissolved in 15 ml of dimethoxyethane was 815 mg of the compound (VI) obtained in the above procedure (1), followed by an addition of 5 ml of 2N H2SO4. The thus-prepared solution was heated with stirring for 20 hours under a nitrogen gas stream. After completion of the reaction, 150 ml of dichloromethane was added and the resultant mixture was washed with water. The organic layer was then dried over anhydrous sodium sulfate and the solvent was distilled off. The residue was recrystallized from a... Starting materials: CC(C)(C)OC(=O)N1CCC(Oc2c(F)cc3c(=O)c(C(=O)O)cn(C4CC4)c3c2F)C1, C[O-], ClC(Cl)Cl, [H-], [Na+], [Na+], CN(C)C=O. RXN SMILES: [C:1]([CH3:2])([CH3:3])([CH3:4])[O:5][C:6](=[O:7])[N:8]1[CH2:9][CH:10]([O:13][c:14]2[c:15]([F:32])[cH:16][c:17]3[c:18](=[O:31])[c:19]([C:28](=[O:29])[OH:30])[cH:20][n:21]([CH:25]4[CH2:26][CH2:27]4)[c:22]3[c:23]2[F:24])[CH2:11][CH2:12]1.[CH3:35][O-:36].[CH:43]([Cl:44])([Cl:45])[Cl:46].[H-:33].[Na+:34].[Na+:37].[O:38]=[CH:39][N:40]([CH3:41])[CH3:42]>>[C:1]([CH3:2])([CH3:3])([CH3:4])[O:5][C:6](=[O:7])[N:8]1[CH2:9][CH:10]([O:13][c:14]2[c:15]([F:32])[cH:16][c:17]3[c:18](=[O:31])[c:19]([C:28](=[O:29])[OH:30])[cH:20][n:21]([CH:25]4[CH2:26][CH2:27]4)[c:22]3[c:23]2[O:36][CH3:35])[CH2:11][CH2:12]1. Yields the product COc1c(OC2CCN(C(=O)OC(C)(C)C)C2)c(F)cc2c(=O)c(C(=O)O)cn(C3CC3)c12. The reactants are O=C([O-])[O-], Cn1c(=O)[nH]c2nn(Cc3cccc4ccccc34)c(-c3cccc(C(=O)O)c3)c2c1=O, CN(C)C=O, Cc1noc(C)c1CCl, [K+], [K+]. Product: Cc1noc(C)c1Cn1c(=O)n(C)c(=O)c2c(-c3cccc(C(=O)O)c3)n(Cc3cccc4ccccc34)nc21. As a reaction SMILES: [C:42](=[O:43])([O-:44])[O-:45].[CH3:10][n:11]1[c:12](=[O:41])[nH:13][c:14]2[c:15]([c:16]1=[O:17])[c:18](-[c:32]1[cH:33][c:34]([C:35](=[O:36])[OH:37])[cH:38][cH:39][cH:40]1)[n:19]([CH2:21][c:22]1[cH:23][cH:24][cH:25][c:26]3[cH:27][cH:28][cH:29][cH:30][c:31]13)[n:20]2.[CH3:48][N:49]([CH3:50])[CH:51]=[O:52].[Cl:1][CH2:2][c:3]1[c:4]([CH3:9])[n:5][o:6][c:7]1[CH3:8].[K+:46].[K+:47]>>[CH2:2]([c:3]1[c:4]([CH3:9])[n:5][o:6][c:7]1[CH3:8])[n:13]1[c:12](=[O:41])[n:11]([CH3:10])[c:16](=[O:17])[c:15]2[c:14]1[n:20][n:19]([CH2:21][c:22]1[cH:23][cH:24][cH:25][c:26]3[cH:27][cH:28][cH:29][cH:30][c:31]13)[c:18]2-[c:32]1[cH:33][c:34]([C:35](=[O:36])[OH:37])[cH:38][cH:39][cH:40]1. Reactants: N1(CCCC1)CC1CCNCC1 (4-Pyrrolidin-1-ylmethyl-piperidine), FC1=C(C=C(C=O)C=C1)[N+](=O)[O-] (4-fluoro-3-nitro-benzaldehyde). The product is [N+](=O)([O-])C=1C=C(C=O)C=CC1N1CCC(CC1)CN1CCCC1 (3-Nitro-4-(4-pyrrolidin-1-ylmethyl-piperidin-1-yl)-benzaldehyde). RXN SMILES: [N:1]1([CH2:6][CH:7]2[CH2:12][CH2:11][NH:10][CH2:9][CH2:8]2)[CH2:5][CH2:4][CH2:3][CH2:2]1.F[C:14]1[CH:21]=[CH:20][C:17]([CH:18]=[O:19])=[CH:16][C:15]=1[N+:22]([O-:24])=[O:23]>>[N+:22]([C:15]1[CH:16]=[C:17]([CH:20]=[CH:21][C:14]=1[N:10]1[CH2:11][CH2:12][CH:7]([CH2:6][N:1]2[CH2:5][CH2:4][CH2:3][CH2:2]2)[CH2:8][CH2:9]1)[CH:18]=[O:19])([O-:24])=[O:23]. Reported procedure: Prepared from the product of Example 4 and 4-fluoro-3-nitro-benzaldehyde. The reactants are O=C([O-])[O-], BrC1CCCC1, [K+], [K+], CN(C)C=O, O, Cc1cc2c(C=O)ccc(O)c2o1. The product is Cc1cc2c(C=O)ccc(OC3CCCC3)c2o1. As a reaction SMILES: [C:14](=[O:15])([O-:16])[O-:17].[CH:20]1([Br:25])[CH2:21][CH2:22][CH2:23][CH2:24]1.[K+:18].[K+:19].[O:27]=[CH:28][N:29]([CH3:30])[CH3:31].[OH2:26].[OH:1][c:2]1[cH:3][cH:4][c:5]([CH:12]=[O:13])[c:6]2[c:7]1[o:8][c:9]([CH3:11])[cH:10]2>>[O:1]([c:2]1[cH:3][cH:4][c:5]([CH:12]=[O:13])[c:6]2[c:7]1[o:8][c:9]([CH3:11])[cH:10]2)[CH:20]1[CH2:21][CH2:22][CH2:23][CH2:24]1.